This data is from the Open Reaction Database (ORD), a public repository of structured organic reaction records. The task is: describe an organic reaction: reactants, conditions, products, and yield Starting materials: [Mg] (magnesium), ClC[Si](C)(C)C (chloromethyltrimethylsilane), [SiH4].CCOCC (silane ether), solution, C=1(C(=CC=CC1)S(=O)(=O)OCCC1=CC=C(C=C1)Cl)C (2-(4-chlorophenyl)ethyl toluene sulfonate). The reagents and catalysts are C(C)I (ethyl iodide). Solvent: O1CCCC1 (tetrahydrofuran), C(C)OCC (diethyl ether). Reaction conditions: time 1 hour. Product: ClC1=CC=C(C=C1)CCO (2-(4-chlorophenyl)ethanol), C=1(C(=CC=CC1)S(=O)(=O)Cl)C (toluene sulfonyl chloride). Reaction SMILES: [Cl:1]C[Si](C)(C)C.[Mg].[SiH4].CCOCC.[C:14]1([CH3:33])[C:15]([S:20]([O:23][CH2:24][CH2:25][C:26]2[CH:31]=[CH:30][C:29]([Cl:32])=[CH:28][CH:27]=2)(=[O:22])=[O:21])=[CH:16][CH:17]=[CH:18][CH:19]=1>C(OCC)C.C(I)C.O1CCCC1>[Cl:32][C:29]1[CH:30]=[CH:31][C:26]([CH2:25][CH2:24][OH:23])=[CH:27][CH:28]=1.[C:14]1([CH3:33])[C:15]([S:20]([Cl:1])(=[O:22])=[O:21])=[CH:16][CH:17]=[CH:18][CH:19]=1 |f:2.3|. Procedure details: About 12.3 g (0.1 Mol) of commercially available chloromethyltrimethylsilane were dissolved in 100 ml of diethyl ether, and 2 ml of this solution were added under an inert gas to a mixture containing 3 g of magnesium turnings and one drop of ethyl iodide. After the reaction had been initiated by warming, the remainder of the silane/ether mixture was added dropwise at 20° C. with stirring over a period of one hour. When the addition was complete, the mixture was refluxed for an additional 30 minu... Starting materials: CC(C)(C)NS(=O)(=O)c1cccc(S(=O)(=O)Cl)c1, CCOC(C)=O, NC1CC1, O. Product: [NH-]C1CC1, CC(C)(C)NS(=O)(=O)c1cccc(S(=O)(=O)O)c1. As a reaction SMILES: [C:6]([CH3:7])([CH3:8])([CH3:9])[NH:10][S:11](=[O:12])(=[O:13])[c:14]1[cH:15][c:16]([S:20](=[O:21])(=[O:22])[Cl:23])[cH:17][cH:18][cH:19]1.[CH3:24][CH2:25][O:26][C:27](=[O:28])[CH3:29].[CH:1]1([NH2:4])[CH2:2][CH2:3]1.[OH2:5]>>[CH:1]1([NH-:4])[CH2:2][CH2:3]1.[O:5]=[S:20]([c:16]1[cH:15][c:14]([S:11]([NH:10][C:6]([CH3:7])([CH3:8])[CH3:9])(=[O:12])=[O:13])[cH:19][cH:18][cH:17]1)(=[O:21])[OH:22]. Reactants: CC(C)([O-])C.[K+] (potassium-t-butoxide), ClC=1C=CC(=NC1)S(=O)(=O)CCCCl (5-Chloro-2-[(3-chloropropyl)sulfonyl]pyridine), [Cl-].[NH4+] (ammonium chloride). Solvent: O1CCCC1 (tetrahydrofuran). Conditions: temperature -30 celsius, time 30 minute. Product: ClC=1C=CC(=NC1)S(=O)(=O)C1CC1 (5-Chloro-2-(cyclopropylsulfonyl)pyridine). Yield: 59.8%. RXN SMILES: [Cl:1][C:2]1[CH:3]=[CH:4][C:5]([S:8]([CH2:11][CH2:12][CH2:13]Cl)(=[O:10])=[O:9])=[N:6][CH:7]=1.CC(C)([O-])C.[K+].[Cl-].[NH4+]>O1CCCC1>[Cl:1][C:2]1[CH:3]=[CH:4][C:5]([S:8]([CH:11]2[CH2:13][CH2:12]2)(=[O:10])=[O:9])=[N:6][CH:7]=1 |f:1.2,3.4|. Reported procedure: 5-Chloro-2-[(3-chloropropyl)sulfonyl]pyridine (732 mg, 3.05 mmol) synthesized in Example (125b) was dissolved in tetrahydrofuran (10 mL) and cooled to −30° C., and subsequently potassium-t-butoxide (582 mg, 5.18 mmol) was added, followed by stirring as it is for 30 minutes. To the reaction solution, a saturated aqueous ammonium chloride solution (40 mL) was added, and extraction was carried out twice with methylene chloride (40 mL). The organic layer was washed with saturated brine, and subseque... The reactants are C(=C)[Mg]Br (vinylmagnesium bromide), CC(=CCCC(C)=O)CCC=C(COC1OCCCC1)C (6,10-dimethyl-11-(2-tetrahydropyranyl) oxy-5,9-undecadien-2-one), [Cl-].[NH4+] (ammonium chloride). Run in O1CCCC1 (tetrahydrofuran), O1CCCC1 (tetrahydrofuran). Run at time 10 hour. Product: CC(C=C)(CCC=C(CCC=C(COC1OCCCC1)C)C)O (3,7,11-trimethyl-12-(2-tetrahydropyranyl)oxy-1,6,10-dodecatrien-3-ol). The yield is 70.0%. As a reaction SMILES: [CH3:1][C:2]([CH2:9][CH2:10][CH:11]=[C:12]([CH3:21])[CH2:13][O:14][CH:15]1[CH2:20][CH2:19][CH2:18][CH2:17][O:16]1)=[CH:3][CH2:4][CH2:5][C:6](=[O:8])[CH3:7].[CH:22]([Mg]Br)=[CH2:23].[Cl-].[NH4+]>O1CCCC1>[CH3:7][C:6]([OH:8])([CH2:5][CH2:4][CH:3]=[C:2]([CH3:1])[CH2:9][CH2:10][CH:11]=[C:12]([CH3:21])[CH2:13][O:14][CH:15]1[CH2:20][CH2:19][CH2:18][CH2:17][O:16]1)[CH:22]=[CH2:23] |f:2.3|. Procedure details: A solution of 6,10-dimethyl-11-(2-tetrahydropyranyl) oxy-5,9-undecadien-2-one (80 mg, 0.27 mmol) in tetrahydrofuran (3 ml) was stirred on an ice bath under argon atmosphere. To the solution was added vinylmagnesium bromide in tetrahydrofuran (0.3 ml, 0.3 mmol, 1.0 M), and the mixture was warmed to room temperature and stirred for 10 hours. After addition of saturated aqueous ammonium chloride (2 ml), the reaction mixture was extracted with ether. The extract was dried over Na2SO4 and evaporated ... The reactants are O=C([O-])[O-], CCB(O)O, Cc1ccccc1, CCC(CC)Oc1cc(C)c(-c2ccc(OC(F)(F)F)cc2OC)nc1Cl, [Na+], [Na+], c1ccc(P(c2ccccc2)(c2ccccc2)[Pd](P(c2ccccc2)(c2ccccc2)c2ccccc2)(P(c2ccccc2)(c2ccccc2)c2ccccc2)P(c2ccccc2)(c2ccccc2)c2ccccc2)cc1. Yields the product CCc1nc(-c2ccc(OC(F)(F)F)cc2OC)c(C)cc1OC(CC)CC. Reaction SMILES: [C:33](=[O:34])([O-:35])[O-:36].[CH2:28]([CH3:29])[B:30]([OH:31])[OH:32].[CH3:39][c:40]1[cH:41][cH:42][cH:43][cH:44][cH:45]1.[Cl:1][c:2]1[n:3][c:4](-[c:15]2[c:16]([O:26][CH3:27])[cH:17][c:18]([O:21][C:22]([F:23])([F:24])[F:25])[cH:19][cH:20]2)[c:5]([CH3:14])[cH:6][c:7]1[O:8][CH:9]([CH2:10][CH3:11])[CH2:12][CH3:13].[Na+:37].[Na+:38].[cH:46]1[cH:47][cH:48][c:49]([P:50]([Pd:51]([P:52]([c:53]2[cH:54][cH:55][cH:56][cH:57][cH:58]2)([c:59]2[cH:60][cH:61][cH:62][cH:63][cH:64]2)[c:65]2[cH:66][cH:67][cH:68][cH:69][cH:70]2)([P:71]([c:72]2[cH:73][cH:74][cH:75][cH:76][cH:77]2)([c:78]2[cH:79][cH:80][cH:81][cH:82][cH:83]2)[c:84]2[cH:85][cH:86][cH:87][cH:88][cH:89]2)[P:90]([c:91]2[cH:92][cH:93][cH:94][cH:95][cH:96]2)([c:97]2[cH:98][cH:99][cH:100][cH:101][cH:102]2)[c:103]2[cH:104][cH:105][cH:106][cH:107][cH:108]2)([c:109]2[cH:110][cH:111][cH:112][cH:113][cH:114]2)[c:115]2[cH:116][cH:117][cH:118][cH:119][cH:120]2)[cH:121][cH:122]1>>[c:2]1([CH2:28][CH3:29])[n:3][c:4](-[c:15]2[c:16]([O:26][CH3:27])[cH:17][c:18]([O:21][C:22]([F:23])([F:24])[F:25])[cH:19][cH:20]2)[c:5]([CH3:14])[cH:6][c:7]1[O:8][CH:9]([CH2:10][CH3:11])[CH2:12][CH3:13]. Reactants: CC(=O)Nc1ccc(S(=O)(=O)Nc2cc(Cl)nc(Cl)c2)cc1, Cl, [Na+], [OH-]. The product is Nc1ccc(S(=O)(=O)Nc2cc(Cl)nc(Cl)c2)cc1. As a reaction SMILES: [Cl:1][c:2]1[n:3][c:4]([Cl:22])[cH:5][c:6]([NH:8][S:9](=[O:10])(=[O:11])[c:12]2[cH:13][cH:14][c:15]([NH:18][C:19](=[O:20])[CH3:21])[cH:16][cH:17]2)[cH:7]1.[ClH:23].[Na+:25].[OH-:24]>>[Cl:1][c:2]1[n:3][c:4]([Cl:22])[cH:5][c:6]([NH:8][S:9](=[O:10])(=[O:11])[c:12]2[cH:13][cH:14][c:15]([NH2:18])[cH:16][cH:17]2)[cH:7]1. Procedure details: 5-(2-Adamantan-1-yl-ethyl)-2-o-tolyl-1H-imidazole-4-carboxylic acid (Example 93) (364 mg, 1.00 mmol) was reacted with 3-(3-amino-phenyl)-propionic acid tert-butyl ester (243 mg, 1.10 mmol) according to the procedure of Example 70, step c to afford the product as a colourless foam (359 mg, 63%). 1H NMR (300 MHz, CDCl3) 9.14 (1H, br s), 9.07 (1H, br s), 7.59-7.51 (3H, m), 7.35-7.22 (4H, m), 6.94 (1H, d), 3.16 (2H, m), 2.92 (2H, m), 2.60 (3H, s), 2.56 (2H, m), 1.99 (3H, s), 1.76-1.44 (23H, m). Starting materials: C12(CC3CC(CC(C1)C3)C2)CCC2=C(N=C(N2)C2=C(C=CC=C2)C)C(=O)O (5-(2-Adamantan-1-yl-ethyl)-2-o-tolyl-1H-imidazole-4-carboxylic acid), C(C)(C)(C)OC(CCC1=CC(=CC=C1)N)=O (3-(3-amino-phenyl)-propionic acid tert-butyl ester). The product is C(C)(C)(C)OC(CCC1=CC(=CC=C1)NC(=O)C=1N=C(NC1CCC12CC3CC(CC(C1)C3)C2)C2=C(C=CC=C2)C)=O (3-(3-{[5-(2-Adamantan-1-yl-ethyl)-2-o-tolyl-1H-imidazole-4-carbonyl]-amino}-phenyl)-propionic acid tert-butyl ester). Reaction SMILES: [C:1]12([CH2:11][CH2:12][C:13]3[NH:17][C:16]([C:18]4[CH:23]=[CH:22][CH:21]=[CH:20][C:19]=4[CH3:24])=[N:15][C:14]=3[C:25](O)=[O:26])[CH2:10][CH:5]3[CH2:6][CH:7]([CH2:9][CH:3]([CH2:4]3)[CH2:2]1)[CH2:8]2.[C:28]([O:32][C:33](=[O:43])[CH2:34][CH2:35][C:36]1[CH:41]=[CH:40][CH:39]=[C:38]([NH2:42])[CH:37]=1)([CH3:31])([CH3:30])[CH3:29]>>[C:28]([O:32][C:33](=[O:43])[CH2:34][CH2:35][C:36]1[CH:41]=[CH:40][CH:39]=[C:38]([NH:42][C:25]([C:14]2[N:15]=[C:16]([C:18]3[CH:23]=[CH:22][CH:21]=[CH:20][C:19]=3[CH3:24])[NH:17][C:13]=2[CH2:12][CH2:11][C:1]23[CH2:10][CH:5]4[CH2:4][CH:3]([CH2:9][CH:7]([CH2:6]4)[CH2:8]2)[CH2:2]3)=[O:26])[CH:37]=1)([CH3:31])([CH3:29])[CH3:30]. Yield: 63.2%.